From a dataset of the Open Reaction Database (ORD), a public repository of structured organic reaction records. describe an organic reaction: reactants, conditions, products, and yield The reactants are OCC=1OC(=CC(C1OCCCCCC(=O)OCC)=O)C (2-hydroxymethyl-6-methyl-3-(5-carboethoxypentyloxy)-4-pyrone). Reagents/catalysts: [O-2].[O-2].[Mn+4] (manganese dioxide). The solvent is C(C)#N (acetonitrile). Conditions: time 3 hour. Product: C(=O)C=1OC(=CC(C1OCCCCCC(=O)OCC)=O)C (2-formyl-6-methyl-3-(5-carboethoxypentyloxy)-4-pyrone). Reaction SMILES: [OH:1][CH2:2][C:3]1[O:4][C:5]([CH3:21])=[CH:6][C:7](=[O:20])[C:8]=1[O:9][CH2:10][CH2:11][CH2:12][CH2:13][CH2:14][C:15]([O:17][CH2:18][CH3:19])=[O:16]>C(#N)C.[O-2].[O-2].[Mn+4]>[CH:2]([C:3]1[O:4][C:5]([CH3:21])=[CH:6][C:7](=[O:20])[C:8]=1[O:9][CH2:10][CH2:11][CH2:12][CH2:13][CH2:14][C:15]([O:17][CH2:18][CH3:19])=[O:16])=[O:1] |f:2.3.4|. Reported procedure: To a solution of 4.25 g of 2-hydroxymethyl-6-methyl-3-(5-carboethoxypentyloxy)-4-pyrone in 110 ml of acetonitrile was added 12 g of activated manganese dioxide. The resulting suspension was stirred for 3 hr, at which time the mixture was filtered and the filtrate evaporated to an oil, 2-formyl-6-methyl-3-(5-carboethoxypentyloxy)-4-pyrone, weighing 4.0 g (94%). NMR (CDCl3): δ1.23 (3H, t, J=7 Hz), 2.36 (3H, s), 6.32 (1H, s). The reactants are C(=O)(C(F)(F)F)O (TFA), ClC1=C(C=C(C=C1N1CCC2(CCN(C2=O)C)CC1)C#N)NC1=NN2C(C(=N1)N(CC1=CC=C(C=C1)OC)C1CC1)=NC=C2C#N (2-((2-chloro-5-cyano-3-(2-methyl-1-oxo-2,8-diazaspiro[4.5]decan-8-yl)phenyl)amino)-4-(cyclopropyl(4-methoxybenzyl)amino)imidazo[2,1-f][1,2,4]triazine-7-carbonitrile), C1(=CC=CC=C1)OC (anisole). The solvent is ClCCCl (DCE). Conditions: temperature 60 celsius, time 20 minute. The product is ClC1=C(C=C(C=C1N1CCC2(CCN(C2=O)C)CC1)C#N)NC1=NN2C(C(=N1)NC1CC1)=NC=C2C#N (2-((2-chloro-5-cyano-3-(2-methyl-1-oxo-2,8-diazaspiro[4.5]decan-8-yl)phenyl)amino)-4-(cyclopropylamino)imidazo[2,1-f][1,2,4]triazine-7-carbonitrile). Yield: 43.1%. As a reaction SMILES: C(O)(C(F)(F)F)=O.[Cl:8][C:9]1[C:14]([N:15]2[CH2:26][CH2:25][C:18]3([C:22](=[O:23])[N:21]([CH3:24])[CH2:20][CH2:19]3)[CH2:17][CH2:16]2)=[CH:13][C:12]([C:27]#[N:28])=[CH:11][C:10]=1[NH:29][C:30]1[N:35]=[C:34]([N:36]([CH:46]2[CH2:48][CH2:47]2)CC2C=CC(OC)=CC=2)[C:33]2=[N:49][CH:50]=[C:51]([C:52]#[N:53])[N:32]2[N:31]=1.C1(OC)C=CC=CC=1>ClCCCl>[Cl:8][C:9]1[C:14]([N:15]2[CH2:16][CH2:17][C:18]3([C:22](=[O:23])[N:21]([CH3:24])[CH2:20][CH2:19]3)[CH2:25][CH2:26]2)=[CH:13][C:12]([C:27]#[N:28])=[CH:11][C:10]=1[NH:29][C:30]1[N:35]=[C:34]([NH:36][CH:46]2[CH2:47][CH2:48]2)[C:33]2=[N:49][CH:50]=[C:51]([C:52]#[N:53])[N:32]2[N:31]=1. Procedure details: TFA (0.417 mL, 5.41 mmol) was added to a solution of 2-((2-chloro-5-cyano-3-(2-methyl-1-oxo-2,8-diazaspiro[4.5]decan-8-yl)phenyl)amino)-4-(cyclopropyl(4-methoxybenzyl)amino)imidazo[2,1-f][1,2,4]triazine-7-carbonitrile (50 mg, 0.078 mmol) and anisole (0.034 mL, 0.314 mmol) in DCE (1 mL) and the reaction mixture was heated at 60° C. for 1 hours. The solvent was removed in vacuo and the material azeotroped with toluene 3× to remove the excess TFA. 10 ml of 2N NH3 in MeOH was added, and the solution... The solvent is C(C)OCC (diethylether), C(C)OCC (diethylether). Reaction SMILES: [C:1]1([CH:7]([C:11]2[CH:16]=[CH:15][CH:14]=[CH:13][CH:12]=2)[CH2:8][Mg]Cl)[CH:6]=[CH:5][CH:4]=[CH:3][CH:2]=1.C1(C(C2C=CC=CC=2)CCl)C=CC=CC=1.[Mg].[CH2:33]([N:40]1[C:44]([CH:45]=[O:46])=[CH:43][N:42]=[CH:41]1)[C:34]1[CH:39]=[CH:38][CH:37]=[CH:36][CH:35]=1.Cl>C(OCC)C>[CH2:33]([N:40]1[C:44]([CH:45]([OH:46])[CH2:8][CH:7]([C:11]2[CH:16]=[CH:15][CH:14]=[CH:13][CH:12]=2)[C:1]2[CH:6]=[CH:5][CH:4]=[CH:3][CH:2]=2)=[CH:43][N:42]=[CH:41]1)[C:34]1[CH:35]=[CH:36][CH:37]=[CH:38][CH:39]=1. Procedure details: The Gringnard reagent, diphenylethanyl magnesium chloride, is prepared by the usual way from diphenylethanylchloride (0.01 mol) and magnesium turnings (0.01 mol) in dry diethylether (30 ml). 1-benzyl-5-imidazole aldehyde (0.005 mol) is dissolved in dry diethylether and the Grignard reagent is added dropwise to the solution. The reaction mixture is refluxed for 3 hours. The reaction is then poured into 2N hydrochloric acid and extracted with diethylether. The water phase is made basic with sodium... The reactants are C(C1=CC=CC=C1)N1C=NC=C1C=O (1-benzyl-5-imidazole aldehyde), Cl (hydrochloric acid), Grignard reagent, C1(=CC=CC=C1)C(C[Mg]Cl)C1=CC=CC=C1 (diphenylethanyl magnesium chloride), C1(=CC=CC=C1)C(CCl)C1=CC=CC=C1 (diphenylethanylchloride), [Mg] (magnesium). Product: C(C1=CC=CC=C1)N1C=NC=C1C(CC(C1=CC=CC=C1)C1=CC=CC=C1)O (1-benzyl-5-(3,3-diphenyl-1-hydroxypropyl)-1H-imidazole). The reactants are N(=[N+]=[N-])CC(=O)OC (methyl azidoacetate), OC(CO)C1OC(C(=C1[O-])O)=O.[Na+] (sodium 2-(1,2-dihydroxyethyl)-4-hydroxy-5-oxo-2,5-dihydrofuran-3-olate), C(#C)C1=CC=C(C=N1)C=1C=C(C=C(C1)C)NC1=NC=CC(=N1)C(F)(F)F (N-[3-(6-ethynylpyridin-3-yl)-5-methylphenyl]-4-(trifluoromethyl)pyrimidin-2-amine). The reagents and catalysts are S(=O)(=O)([O-])[O-].[Cu+2] (copper sulfate). The solvent is C(C)O (ethanol), O (water), CN(C)C=O (DMF), O (water). Conditions: time 1 hour. Yields the product CC=1C=C(C=C(C1)NC1=NC=CC(=N1)C(F)(F)F)C=1C=CC(=NC1)C=1N=NN(C1)CC(=O)OC (methyl {4-[5-(3-methyl-5-{[4-(trifluoromethyl)pyrimidin-2-yl]amino}phenyl)pyridin-2-yl]-1H-1,2,3-triazol-1-yl}acetate). Reaction SMILES: [N:1]([CH2:4][C:5]([O:7][CH3:8])=[O:6])=[N+:2]=[N-:3].OC(C1C([O-])=C(O)C(=O)O1)CO.[Na+].[C:22]([C:24]1[N:29]=[CH:28][C:27]([C:30]2[CH:31]=[C:32]([NH:37][C:38]3[N:43]=[C:42]([C:44]([F:47])([F:46])[F:45])[CH:41]=[CH:40][N:39]=3)[CH:33]=[C:34]([CH3:36])[CH:35]=2)=[CH:26][CH:25]=1)#[CH:23]>C(O)C.O.CN(C=O)C.S([O-])([O-])(=O)=O.[Cu+2]>[CH3:36][C:34]1[CH:35]=[C:30]([C:27]2[CH:26]=[CH:25][C:24]([C:22]3[N:3]=[N:2][N:1]([CH2:4][C:5]([O:7][CH3:8])=[O:6])[CH:23]=3)=[N:29][CH:28]=2)[CH:31]=[C:32]([NH:37][C:38]2[N:43]=[C:42]([C:44]([F:47])([F:45])[F:46])[CH:41]=[CH:40][N:39]=2)[CH:33]=1 |f:1.2,7.8|. Procedure: A mixture of methyl azidoacetate (160 mg, 0.452 mmol), sodium 2-(1,2-dihydroxyethyl)-4-hydroxy-5-oxo-2,5-dihydrofuran-3-olate (130 mg, 0.656 mmol), copper sulfate (0.100 mL, 0.100 mmol) in ethanol (2.00 mL) and water (0.500 mL) was added to a solution of N-[3-(6-ethynylpyridin-3-yl)-5-methylphenyl]-4-(trifluoromethyl)pyrimidin-2-amine (100 mg, 0.869 mmol) in DMF (0.500 mL). The mixture was stirred at room temperature for 1 hour. The mixture was diluted with water and extracted with ethyl acetate... The reactants are ClC(=O)OC1=CC=CC=C1 (phenyl chloroformate), CSC=1C(=NC(=NC1)C1=CC=C(C=C1)N)N1CCOCC1 (4-(5-(methylthio)-4morpholinopyrimidin-2-yl)benzeneamine), C(=O)(O)[O-].[Na+] (NaHCO3). Solvent: C(C)#N (ACN). Reaction conditions: time 8 hour. Yields the product CSC=1C(=NC(=NC1)C1=CC=C(C=C1)NC(OC1=CC=CC=C1)=O)N1CCOCC1 (Phenyl 4-(5-(methylthio)-4-morpholinopyrimidin-2-yl)phenylcarbamate). The yield is 80.0%. As a reaction SMILES: Cl[C:2]([O:4][C:5]1[CH:10]=[CH:9][CH:8]=[CH:7][CH:6]=1)=[O:3].[CH3:11][S:12][C:13]1[C:14]([N:26]2[CH2:31][CH2:30][O:29][CH2:28][CH2:27]2)=[N:15][C:16]([C:19]2[CH:24]=[CH:23][C:22]([NH2:25])=[CH:21][CH:20]=2)=[N:17][CH:18]=1.C([O-])(O)=O.[Na+]>C(#N)C>[CH3:11][S:12][C:13]1[C:14]([N:26]2[CH2:31][CH2:30][O:29][CH2:28][CH2:27]2)=[N:15][C:16]([C:19]2[CH:24]=[CH:23][C:22]([NH:25][C:2](=[O:3])[O:4][C:5]3[CH:10]=[CH:9][CH:8]=[CH:7][CH:6]=3)=[CH:21][CH:20]=2)=[N:17][CH:18]=1 |f:2.3|. Procedure: The phenyl chloroformate (0.84 ml, 6.68 mmole, 2.5 eq) was added to a mixture of 4-(5-(methylthio)-4morpholinopyrimidin-2-yl)benzeneamine (0.84 g, 2.18 mmole, 1 eq), NaHCO3(aq) (1M, 6.3 ml, 6.3 mmole 2.2 eq) and ACN (13 ml) at 0□. The reaction mixture was stirred for 8 hrs and then dried. The reaction mixture was partitioned between EA and water, the organic layer was washed with brine, dried over MgSO4, filtered and evaporated in vacuo. The resulting residue was purified by flash chromatography... Reactants: N[C@@H](CCC(=O)OCC)C(=O)OCC (diethyl L-glutamate), [K+].[Br-] (KBr), CO (methanol), C(#C)C1=C(C(=O)N[C@@H](CCC(=O)OCC)C(=O)OCC)C=CC=C1 (diethyl N-(ethynylbenzoyl)-L-glutamate). Run in C(Cl)Cl (methylene chloride). Reaction conditions: time 0.5 hour. The product is C(#C)C1=CC=C(C(=O)N[C@@H](CCC(=O)OCC)C(=O)OCC)C=C1 (Diethyl N-(4-ethynylbenzoyl)-L-glutamate). Reaction SMILES: N[C@H:2](C(OCC)=O)[CH2:3]CC(OCC)=O.CO.C([C:19]1[CH:40]=[CH:39][CH:38]=[CH:37][C:20]=1[C:21]([NH:23][C@H:24]([C:32]([O:34][CH2:35][CH3:36])=[O:33])[CH2:25][CH2:26][C:27]([O:29][CH2:30][CH3:31])=[O:28])=[O:22])#C.[K+].[Br-]>C(Cl)Cl>[C:2]([C:39]1[CH:40]=[CH:19][C:20]([C:21]([NH:23][C@H:24]([C:32]([O:34][CH2:35][CH3:36])=[O:33])[CH2:25][CH2:26][C:27]([O:29][CH2:30][CH3:31])=[O:28])=[O:22])=[CH:37][CH:38]=1)#[CH:3] |f:3.4|. Reported procedure: To a solution of 0.55 g of 4-ethynylbenzoic acid (obtained from tert.-butyl 4-ethynylbenzoate in 84% yield by hydrolysis with trifluoroacetic acid) in 50 ml of anhydrous ether and 25 ml of anhydrous tetrahydrofuran is added 1.58 ml of triethylamine. This is followed by 1.00 g of phenyl N-phenylphosphoraminochloridate. After stirring the reaction mixture at room temperature under nitrogen for 0.5 hour, 0.90 g of diethyl L-glutamate is added in one portion. The mixture is allowed to stir for anoth...